From a dataset of the Open Reaction Database (ORD), a public repository of structured organic reaction records. describe an organic reaction: reactants, conditions, products, and yield Starting materials: ClC1=C(C(=CC(=C1)C(F)(F)F)[N+](=O)[O-])F (1-chloro-2-fluoro-3-nitro-5-(trifluoromethyl)benzene), C(=O)([O-])[O-].[K+].[K+] (K2CO3), CN(CCCNC)C (N1,N1,N3-trimethylpropane-1,3-diamine). Run in C1CCOC1 (THF). Conditions: time 45 minute. Yields the product ClC=1C=C(C=C(C1N(C)CCCN(C)C)N)C(F)(F)F (6-chloro-N1-(3-(dimethylamino)propyl)-N1-methyl-4-(trifluoromethyl)benzene-1,2-diamine). RXN SMILES: [Cl:1][C:2]1[CH:7]=[C:6]([C:8]([F:11])([F:10])[F:9])[CH:5]=[C:4]([N+:12]([O-])=O)[C:3]=1F.C([O-])([O-])=O.[K+].[K+].[CH3:22][N:23]([CH3:29])[CH2:24][CH2:25][CH2:26][NH:27][CH3:28]>C1COCC1>[Cl:1][C:2]1[CH:7]=[C:6]([C:8]([F:11])([F:10])[F:9])[CH:5]=[C:4]([NH2:12])[C:3]=1[N:27]([CH2:26][CH2:25][CH2:24][N:23]([CH3:29])[CH3:22])[CH3:28] |f:1.2.3|. Procedure details: A heterogeneous mixture of 1-chloro-2-fluoro-3-nitro-5-(trifluoromethyl)benzene (1.25 mL, 8.2 mmol), K2CO3 (3.44 g, 24.6 mmol), N1,N1,N3-trimethylpropane-1,3-diamine (1.26 mL, 8.61 mmol) and THF were allowed to stir at room temperature for 45 min. The THF was removed under reduced pressure and reconstituted in EtOAc (50 ml). The organic layer was washed with water (20 ml), brine (20 ml), dried over anhydrous sodium sulfate, filtered and concentrated to an oil. The concentrated oil was taken up i... The reactants are ClC1=CC=CC2=C1C(N(CC=1N2C=NC1I)C)=O (7-chloro-4,5-dihydro-3-iodo-5-methyl-6H-imidazo[1,5-a][1,4]benzodiazepin-6-one), C(C#C)OC (methyl propargyl ether). The reagents and catalysts are Cl[Pd]([P](C1=CC=CC=C1)(C2=CC=CC=C2)C3=CC=CC=C3)([P](C4=CC=CC=C4)(C5=CC=CC=C5)C6=CC=CC=C6)Cl (bis-(triphenylphosphine)-palladium(II) dichloride), [Cu]I (copper(I) iodide). The solvent is C(C)NCC (diethylamine). Product: ClC1=CC=CC2=C1C(N(CC=1N2C=NC1C#CCOC)C)=O (7-chloro-4,5-dihydro-3-(3-methoxy-1-propynyl)-5-methyl-6H-imidazo[1,5-a][1,4]benzodiazepin-6-one). RXN SMILES: [Cl:1][C:2]1[C:7]2[C:8](=[O:18])[N:9]([CH3:17])[CH2:10][C:11]3[N:12]([CH:13]=[N:14][C:15]=3I)[C:6]=2[CH:5]=[CH:4][CH:3]=1.[CH2:19]([O:22][CH3:23])[C:20]#[CH:21]>C(NCC)C.Cl[Pd](Cl)([P](C1C=CC=CC=1)(C1C=CC=CC=1)C1C=CC=CC=1)[P](C1C=CC=CC=1)(C1C=CC=CC=1)C1C=CC=CC=1.[Cu]I>[Cl:1][C:2]1[C:7]2[C:8](=[O:18])[N:9]([CH3:17])[CH2:10][C:11]3[N:12]([CH:13]=[N:14][C:15]=3[C:21]#[C:20][CH2:19][O:22][CH3:23])[C:6]=2[CH:5]=[CH:4][CH:3]=1 |^1:31,50|. Reported procedure: 10.0 g (26.7 mmol) of 7-chloro-4,5-dihydro-3-iodo-5-methyl-6H-imidazo[1,5-a][1,4]benzodiazepin-6-one, 140 mg of bis-(triphenylphosphine)-palladium(II) dichloride, 40 mg of copper(I) iodide and 3.4 ml (40.3 mmol) of methyl propargyl ether in 100 ml of diethylamine were heated to boiling under reflux for 3.5 hours. The reaction mixture was evaporated and the residue was chromatographed on silica gel while eluting with ethyl acetate. After recrystallization from ethyl acetate there was obtained 7-c... Run in O1CCCC1 (tetrahydrofuran). Procedure details: Under the same conditions as in Example 83, 1α,3β-bis(tert-Butyldimethylsilyloxy)-20(S)-hydroxypregna-5,7,16-triene (60.0 mg, 0.107 mmol), sodium hydride (60%, 17.1 mg, 0.428 mmol), 15-crown-5(10 μl) and (Z)-1-bromo-4-methyl-4-triethylsilyloxy-2-pentene (125 mg, 0.428 mmol) were reacted in tetrahydrofuran (1 ml) and worked up, and then the residue was purified by preparative thin layer chromatography (0.5 mm×2, hexane:ethyl acetate=30:1, developed once) to give the title compound as a colorless ... Reactants: [Si](C)(C)(C(C)(C)C)O[C@H]1C[C@@H](CC2=CC=C3[C@@H]4CC=C([C@H](C)O)[C@]4(CC[C@@H]3[C@@]12C)C)O[Si](C)(C)C(C)(C)C (1α,3β-bis(tert-Butyldimethylsilyloxy)-20(S)-hydroxypregna-5,7,16-triene), [H-].[Na+] (sodium hydride), 15-crown-5(10 μl), BrC\C=C/C(C)(O[Si](CC)(CC)CC)C ((Z)-1-bromo-4-methyl-4-triethylsilyloxy-2-pentene). Product: [Si](C)(C)(C(C)(C)C)O[C@H]1C[C@@H](CC2=CC=C3[C@@H]4CC=C([C@H](C)OC\C=C/C(C)(O[Si](CC)(CC)CC)C)[C@]4(CC[C@@H]3[C@@]12C)C)O[Si](C)(C)C(C)(C)C (1α,3β-bis(tert-Butyldimethylsilyloxy)-20(S)-{(Z)-(4-methyl-4-triethylsilyloxy-2-pentenyloxy)}pregna-5,7,16-triene). The yield is 97.8%. Reaction SMILES: [Si:1]([O:8][C@@H:9]1[C@@:28]2([CH3:29])[C:13](=[CH:14][CH:15]=[C:16]3[C@@H:27]2[CH2:26][CH2:25][C@@:24]2([CH3:30])[C@H:17]3[CH2:18][CH:19]=[C:20]2[C@@H:21]([OH:23])[CH3:22])[CH2:12][C@@H:11]([O:31][Si:32]([C:35]([CH3:38])([CH3:37])[CH3:36])([CH3:34])[CH3:33])[CH2:10]1)([C:4]([CH3:7])([CH3:6])[CH3:5])([CH3:3])[CH3:2].[H-].[Na+].Br[CH2:42]/[CH:43]=[CH:44]\[C:45]([CH3:55])([O:47][Si:48]([CH2:53][CH3:54])([CH2:51][CH3:52])[CH2:49][CH3:50])[CH3:46]>O1CCCC1>[Si:1]([O:8][C@@H:9]1[C@@:28]2([CH3:29])[C:13](=[CH:14][CH:15]=[C:16]3[C@@H:27]2[CH2:26][CH2:25][C@@:24]2([CH3:30])[C@H:17]3[CH2:18][CH:19]=[C:20]2[C@@H:21]([O:23][CH2:42]/[CH:43]=[CH:44]\[C:45]([CH3:55])([O:47][Si:48]([CH2:51][CH3:52])([CH2:53][CH3:54])[CH2:49][CH3:50])[CH3:46])[CH3:22])[CH2:12][C@@H:11]([O:31][Si:32]([C:35]([CH3:37])([CH3:36])[CH3:38])([CH3:33])[CH3:34])[CH2:10]1)([C:4]([CH3:7])([CH3:6])[CH3:5])([CH3:3])[CH3:2] |f:1.2|. Starting materials: C(C)(C)(C)OC(=O)N1CC2=CC(=C(C=C2C1)Cl)C1COCC1 (5-chloro-6-(tetrahydro-furan-3-yl)-1,3-dihydro-isoindole-2-carboxylic acid tert-butyl ester), FC(C(=O)O)(F)F (trifluoroacetic acid). Yields the product FC(C(=O)O)(F)F.ClC=1C=C2CNCC2=CC1C1COCC1 (5-Chloro-6-(tetrahydro-furan-3-yl)-2,3-Dihydro-1H-isoindole trifluoroacetate). As a reaction SMILES: C(OC([N:8]1[CH2:16][C:15]2[C:10](=[CH:11][C:12]([CH:18]3[CH2:22][CH2:21][O:20][CH2:19]3)=[C:13]([Cl:17])[CH:14]=2)[CH2:9]1)=O)(C)(C)C.[F:23][C:24]([F:29])([F:28])[C:25]([OH:27])=[O:26]>>[F:23][C:24]([F:29])([F:28])[C:25]([OH:27])=[O:26].[Cl:17][C:13]1[CH:14]=[C:15]2[C:10](=[CH:11][C:12]=1[CH:18]1[CH2:22][CH2:21][O:20][CH2:19]1)[CH2:9][NH:8][CH2:16]2 |f:2.3|. Procedure details: Prepared in analogy to Example A2(c) from 5-chloro-6-(tetrahydro-furan-3-yl)-1,3-dihydro-isoindole-2-carboxylic acid tert-butyl ester and trifluoroacetic acid. Brown oil. MS (m/e): 226.2 ([{37Cl}M+H]+, 33%), 224.2 ([{35Cl}M+H]+, 100%). Starting materials: CCOC(=O)c1c(C)nc(SC)nc1Nc1cccc(C)c1, CCO, [Na+], [OH-], O. Product: CSc1nc(C)c(C(=O)O)c(Nc2cccc(C)c2)n1. RXN SMILES: [CH3:1][c:2]1[n:3][c:4]([S:21][CH3:22])[n:5][c:6]([NH:13][c:14]2[cH:15][c:16]([CH3:20])[cH:17][cH:18][cH:19]2)[c:7]1[C:8](=[O:9])[O:10][CH2:11][CH3:12].[CH3:25][CH2:26][OH:27].[Na+:24].[OH-:23].[OH2:28]>>[CH3:1][c:2]1[n:3][c:4]([S:21][CH3:22])[n:5][c:6]([NH:13][c:14]2[cH:15][c:16]([CH3:20])[cH:17][cH:18][cH:19]2)[c:7]1[C:8](=[O:9])[OH:10].